Dataset: the Open Reaction Database (ORD), a public repository of structured organic reaction records. Task: describe an organic reaction: reactants, conditions, products, and yield Starting materials: BrC=1C=C(CC=2N=C(SC2C)C(=O)OCC)C=CC1 (ethyl 4-(3-bromobenzyl)-5-methylthiazole-2-carboxylate), O[Li].O (LiOH.H2O), Cl (HCl). Run in CCOC(=O)C (EtOAc), O (H2O), C1CCOC1.CO.O (THF MeOH H2O). Conditions: time 2 hour. Yields the product BrC=1C=C(CC=2N=C(SC2C)C(=O)O)C=CC1 (4-(3-Bromobenzyl)-5-methylthiazole-2-carboxylic acid). RXN SMILES: [Br:1][C:2]1[CH:3]=[C:4]([CH:17]=[CH:18][CH:19]=1)[CH2:5][C:6]1[N:7]=[C:8]([C:12]([O:14]CC)=[O:13])[S:9][C:10]=1[CH3:11].O[Li].O.Cl>C1COCC1.CO.O.CCOC(C)=O.O>[Br:1][C:2]1[CH:3]=[C:4]([CH:17]=[CH:18][CH:19]=1)[CH2:5][C:6]1[N:7]=[C:8]([C:12]([OH:14])=[O:13])[S:9][C:10]=1[CH3:11] |f:1.2,4.5.6|. Procedure: A solution of ethyl 4-(3-bromobenzyl)-5-methylthiazole-2-carboxylate (20 mg, 0.06 mmol) was treated with LiOH.H2O (7.5 mg, 0.18 mmol) in 2 mL of THF/MeOH/H2O (2:1:1) and stirred at RT for 2 h. The reaction was diluted with EtOAc and H2O and then acidified by 6N HCl. The organic layer was separated and concentrated to give a crude which was used in the next step without further purification.